This data is from the Open Reaction Database (ORD), a public repository of structured organic reaction records. The task is: describe an organic reaction: reactants, conditions, products, and yield Product: COC(CN(C1=CC(=CC=C1)O)CC)=O (N-ethyl-N-3-hydroxyphenyl glycine methyl ester). Procedure details: Methyl bromoacetate (10.7 g, 70 mmole), 3-(ethylamino) phenol from above (4.8 g, 35 mmole), and ethyl diisopropyl amine (4.45 g, 35 mmole) were combined in 25 ml of toluene. The mixture was heated at 100° C. for 30 min. and then evaporated under vacuum and chromatographed on a silica gel column using 5% (v/v) methanol/methylene chloride. The combined fractions were washed with saturated sodium bicarbonate and neutralized with 0.1N HCL. The combined fractions were dried over Na2SO4 and evaporated... Reaction SMILES: Br[CH2:2][C:3]([O:5][CH3:6])=[O:4].[CH2:7]([NH:9][C:10]1[CH:11]=[C:12]([OH:16])[CH:13]=[CH:14][CH:15]=1)[CH3:8].C(N(C(C)C)C(C)C)C>C1(C)C=CC=CC=1>[CH3:6][O:5][C:3](=[O:4])[CH2:2][N:9]([CH2:7][CH3:8])[C:10]1[CH:15]=[CH:14][CH:13]=[C:12]([OH:16])[CH:11]=1. The reactants are BrCC(=O)OC (Methyl bromoacetate), C(C)NC=1C=C(C=CC1)O (3-(ethylamino) phenol), C(C)N(C(C)C)C(C)C (ethyl diisopropyl amine). Solvent: C1(=CC=CC=C1)C (toluene). Reaction conditions: temperature 100 celsius. The reactants are CeCl3.7H2O, ClCC(=O)C1=NC=CC=N1 (2-Chloro-1-pyrimidin-2-ylethanone), [BH4-].[Na+] (sodium borohydride). The solvent is C(C)O (ethanol). Run at time 10 minute. Yields the product ClCC(O)C1=NC=CC=N1 (2-Chloro-1-pyrimidin-2-ylethanol). Isolated yield 61.8%. RXN SMILES: [Cl:1][CH2:2][C:3]([C:5]1[N:10]=[CH:9][CH:8]=[CH:7][N:6]=1)=[O:4].[BH4-].[Na+]>C(O)C>[Cl:1][CH2:2][CH:3]([C:5]1[N:10]=[CH:9][CH:8]=[CH:7][N:6]=1)[OH:4] |f:1.2|. Reported procedure: 2-Chloro-1-pyrimidin-2-ylethanone (6.15 g, 39.3 mmol) was dissolved in ethanol (125 ml) and CeCl3.7H2O (14.64 g, 39.3 mmol) was added. Stirring was continued for 10 min then sodium borohydride (1.49 g, 39.3 mmol) was added over 2 min. After 1 hr the solid was filtered and the filtrate evaporated. Sat. ammonium chloride solution (25 ml) was added followed by brine (250 ml) and the mixture adjusted to pH3-4 with 1N.HCl. Extraction with ethyl acetate (3×250 ml) afforded an amber oil which was chrom... Reactants: OC1C=2C=CC(=CC2C(CC1)(C)C)C#CC1=CC=C(C(=O)OCC)C=C1 (ethyl 4-[(5,6,7,8-tetrahydro-5-hydroxy-8,8-dimethylnaphth-2-yl)ethynyl]benzoate), OC1C=2C=CC(=CC2C(CC1)(C)C)C#CC1=CC=C(C(=O)OCC)C=C1 (ethyl 4-[(5,6,7,8-tetrahydro-5-hydroxy-8,8-dimethylnaphth-2-yl)ethynyl]benzoate), CC1(CCC(C=2C=C(C=CC12)C#CC1=NC=C(C(=O)OCC)C=C1)=O)C (ethyl 6-[(5,6,7,8-tetrahydro-8,8-dimethyl-5-oxonaphth-3-yl)ethynyl]nicotinate), CC1(CCC(C=2C=C(C=CC12)C#CC1=NC=C(C(=O)OCC)C=C1)=O)C (ethyl 6-[(5,6,7,8-tetrahydro-8,8-dimethyl-5-oxonaphth-3-yl)ethynyl]nicotinate). Product: OC1C=2C=C(C=CC2C(CC1)(C)C)C#CC1=NC=C(C(=O)OCC)C=C1 (Ethyl 6-[(5,6,7,8-tetrahydro-5-hydroxy-8,8-dimethyl-naphth-3-yl)ethynyl]nicotinate). RXN SMILES: OC1CCC(C)(C)C2C=C(C#CC3C=CC(C(OCC)=O)=CC=3)C=CC1=2.[CH3:27][C:28]1([CH3:52])[C:37]2[CH:36]=[CH:35][C:34]([C:38]#[C:39][C:40]3[CH:50]=[CH:49][C:43]([C:44]([O:46][CH2:47][CH3:48])=[O:45])=[CH:42][N:41]=3)=[CH:33][C:32]=2[C:31](=[O:51])[CH2:30][CH2:29]1>>[OH:51][CH:31]1[CH2:30][CH2:29][C:28]([CH3:52])([CH3:27])[C:37]2[CH:36]=[CH:35][C:34]([C:38]#[C:39][C:40]3[CH:50]=[CH:49][C:43]([C:44]([O:46][CH2:47][CH3:48])=[O:45])=[CH:42][N:41]=3)=[CH:33][C:32]1=2. Procedure: Employing the same general procedure as for the preparation of ethyl 4-[(5,6,7,8-tetrahydro-5-hydroxy-8,8-dimethylnaphth-2-yl)ethynyl]benzoate (Compound 9), 700 mg (2 mmol) of ethyl 6-[(5,6,7,8-tetrahydro-8,8-dimethyl-5-oxonaphth-3-yl)ethynyl]nicotinate (Compound 4) was converted into the title compound using 60 mg (1.6 mmol) of sodium borohydride.